Dataset: the Open Reaction Database (ORD), a public repository of structured organic reaction records. Task: describe an organic reaction: reactants, conditions, products, and yield Reactants: C(=O)(C(F)(F)F)O (TFA), ClC1=NC=C(C(=O)NC2=CC=C(C=C2)OC(F)(F)F)C=C1C1=CC=NN1C1OCCCC1 (6-chloro-5-(1-(tetrahydro-2H-pyran-2-yl)-1H-pyrazol-5-yl)-N-(4-(trifluoromethoxy)phenyl)nicotinamide), OCC1CNCCO1 (2-hydroxymethylmorpholine), CCN(C(C)C)C(C)C (DIPEA), C(=O)([O-])[O-].[Na+].[Na+] (Na2CO3). Run in C(Cl)Cl (DCM), CC(C)O (iPrOH), CCOC(=O)C (EtOAc), CCOC(=O)C (EtOAc). Run at temperature 140 celsius, time 4 hour. Yields the product OCC1OCCN(C1)C1=NC=C(C(=O)NC2=CC=C(C=C2)OC(F)(F)F)C=C1C1=CC=NN1 (6-(2-(Hydroxymethyl)morpholino)-5-(1H-pyrazol-5-yl)-N-(4-(trifluoromethoxy)phenyl)nicotinamide). RXN SMILES: Cl[C:2]1[C:21]([C:22]2[N:26](C3CCCCO3)[N:25]=[CH:24][CH:23]=2)=[CH:20][C:5]([C:6]([NH:8][C:9]2[CH:14]=[CH:13][C:12]([O:15][C:16]([F:19])([F:18])[F:17])=[CH:11][CH:10]=2)=[O:7])=[CH:4][N:3]=1.[OH:33][CH2:34][CH:35]1[O:40][CH2:39][CH2:38][NH:37][CH2:36]1.CCN(C(C)C)C(C)C.C(O)(C(F)(F)F)=O.C([O-])([O-])=O.[Na+].[Na+]>CC(O)C.CCOC(C)=O.C(Cl)Cl>[OH:33][CH2:34][CH:35]1[CH2:36][N:37]([C:2]2[C:21]([C:22]3[NH:26][N:25]=[CH:24][CH:23]=3)=[CH:20][C:5]([C:6]([NH:8][C:9]3[CH:14]=[CH:13][C:12]([O:15][C:16]([F:19])([F:17])[F:18])=[CH:11][CH:10]=3)=[O:7])=[CH:4][N:3]=2)[CH2:38][CH2:39][O:40]1 |f:4.5.6|. Procedure: A mixture of 6-chloro-5-(1-(tetrahydro-2H-pyran-2-yl)-1H-pyrazol-5-yl)-N-(4-(trifluoromethoxy)phenyl)nicotinamide (Stage 32.1, 150 mg, 0.321 mmol), 2-hydroxymethylmorpholine (75 mg, 0.643 mmol) and DIPEA (0.224 mL, 1.285 mmol) in iPrOH (0.6 mL) in a sealed vial was stirred at 140° C. for 4 h. The RM was dissolved in EtOAc, washed with water (3×20 mL), dried over Na2SO4 and the solvent was evaporated off under reduced pressure to give a residue which was dissolved in DCM (2.5 mL), treated with TF...